Task: describe an organic reaction: reactants, conditions, products, and yield. Dataset: the Open Reaction Database (ORD), a public repository of structured organic reaction records Reactants: C(C1=CC=CC=C1)OC1=CC=C2C=CC=C(C2=C1)NC(CNC(=O)OC(C)(C)C)=O (N-(7-benzyloxynaphthalen-1-yl)(tert-butoxycarbonylamino)acetamide). The reagents and catalysts are [Pd] (Pd-C). Run in CCO (EtOH). Run at time 18 hour. Yields the product C(C)(C)(C)OC(=O)NCC(=O)NC1=CC=CC2=CC=C(C=C12)O ((tert-Butoxycarbonylamino)-N-(7-hydroxynaphthalen-1yl)acetamide). RXN SMILES: C([O:8][C:9]1[CH:18]=[C:17]2[C:12]([CH:13]=[CH:14][CH:15]=[C:16]2[NH:19][C:20](=[O:30])[CH2:21][NH:22][C:23]([O:25][C:26]([CH3:29])([CH3:28])[CH3:27])=[O:24])=[CH:11][CH:10]=1)C1C=CC=CC=1>CCO.[Pd]>[C:26]([O:25][C:23]([NH:22][CH2:21][C:20]([NH:19][C:16]1[C:17]2[C:12](=[CH:11][CH:10]=[C:9]([OH:8])[CH:18]=2)[CH:13]=[CH:14][CH:15]=1)=[O:30])=[O:24])([CH3:29])([CH3:27])[CH3:28]. Reported procedure: To a solution of N-(7-benzyloxynaphthalen-1-yl)(tert-butoxycarbonylamino)acetamide, as described above in Step K, (1.22 g, 3.01 mmol) in EtOH (30 mL) was added 10% Pd-C on carbon (220 mg) and the reaction mixture was stirred under an atmosphere of hydrogen (ca. 1 atm) at ambient temperature for 18 hrs. The mixture was filtered through a pad of celite, washing with EtOH, and the filtrate was concentrated in vacuo to give a crude product. This was purified by flash column chromatography on silica,... Starting materials: BrCCC1=CC2=C(SC(=C2)S(N)(=O)=O)C=C1 (5-(2-bromoethyl)-2-sulfamoylbenzo[b]thiophene), [N-]=[N+]=[N-].[Na+] (NaN3). Run in CN(C)C=O (DMF). Conditions: time 18 hour. Product: N(=[N+]=[N-])CCC1=CC2=C(SC(=C2)S(N)(=O)=O)C=C1 (5-(2-Azidoethyl)-2-sulfamoylbenzo[b]thiophene). Yield: 76.6%. Reaction SMILES: Br[CH2:2][CH2:3][C:4]1[CH:16]=[CH:15][C:7]2[S:8][C:9]([S:11](=[O:14])(=[O:13])[NH2:12])=[CH:10][C:6]=2[CH:5]=1.[N-:17]=[N+:18]=[N-:19].[Na+]>CN(C=O)C>[N:17]([CH2:2][CH2:3][C:4]1[CH:16]=[CH:15][C:7]2[S:8][C:9]([S:11](=[O:14])(=[O:13])[NH2:12])=[CH:10][C:6]=2[CH:5]=1)=[N+:18]=[N-:19] |f:1.2|. Procedure details: Under nitrogen, a solution of 5-(2-bromoethyl)-2-sulfamoylbenzo[b]thiophene (1.2 g, 0.0037 mol), NaN3 (0.6 g, 0.0092 mol) and DMF (25 ml) was heated at 100° C. After 18 hours, the solution was cooled, poured into H2 0, and filtered to yield 0.8 g of product. The filtrate was extracted with ethyl acetate (2×). The organic layers were dried, filtered and concentrated to dryness to yield an additional 0.4 g of product (75%). Yields the product C#Cc1ccc(C2(OCC)CC2)c(C(C)(C)C)c1. As a reaction SMILES: [C:23](=[O:24])([O-:25])[O-:26].[CH2:1]([CH3:2])[O:3][C:4]1([c:7]2[c:8]([C:19]([CH3:20])([CH3:21])[CH3:22])[cH:9][c:10]([C:13]#[C:14][Si:15]([CH3:16])([CH3:17])[CH3:18])[cH:11][cH:12]2)[CH2:5][CH2:6]1.[CH3:29][OH:30].[K+:27].[K+:28]>>[CH2:1]([CH3:2])[O:3][C:4]1([c:7]2[c:8]([C:19]([CH3:20])([CH3:21])[CH3:22])[cH:9][c:10]([C:13]#[CH:14])[cH:11][cH:12]2)[CH2:5][CH2:6]1. The reactants are O=C([O-])[O-], CCOC1(c2ccc(C#C[Si](C)(C)C)cc2C(C)(C)C)CC1, CO, [K+], [K+]. Reactants: CO, Cc1ccc(C(=O)O)cc1C, O=S(=O)(O)O. The product is COC(=O)c1ccc(C)c(C)c1. Reaction SMILES: [CH3:17][OH:18].[CH3:1][c:2]1[cH:3][c:4]([C:5](=[O:6])[OH:7])[cH:8][cH:9][c:10]1[CH3:11].[S:12](=[O:13])(=[O:14])([OH:15])[OH:16]>>[CH3:1][c:2]1[cH:3][c:4]([C:5](=[O:6])[O:7][CH3:17])[cH:8][cH:9][c:10]1[CH3:11]. Reactants: Cc1c(NC(=O)c2ccc(F)cc2)cccc1-c1ccc(C(N)=O)c2[nH]c3cc(C(=O)O)ccc3c12, ClCCCl, C1CCOC1, [NH4+], [OH-]. The product is Cc1c(NC(=O)c2ccc(F)cc2)cccc1-c1ccc(C(N)=O)c2[nH]c3cc(C(N)=O)ccc3c12. RXN SMILES: [C:1]([NH2:2])(=[O:3])[c:4]1[cH:5][cH:6][c:7](-[c:20]2[c:21]([CH3:36])[c:22]([NH:26][C:27]([c:28]3[cH:29][cH:30][c:31]([F:34])[cH:32][cH:33]3)=[O:35])[cH:23][cH:24][cH:25]2)[c:8]2[c:9]3[cH:10][cH:11][c:12]([C:17](=[O:18])[OH:19])[cH:13][c:14]3[nH:15][c:16]12.[CH2:39]([Cl:40])[CH2:41][Cl:42].[CH2:43]1[O:44][CH2:45][CH2:46][CH2:47]1.[NH4+:37].[OH-:38]>>[C:1]([NH2:2])(=[O:3])[c:4]1[cH:5][cH:6][c:7](-[c:20]2[c:21]([CH3:36])[c:22]([NH:26][C:27]([c:28]3[cH:29][cH:30][c:31]([F:34])[cH:32][cH:33]3)=[O:35])[cH:23][cH:24][cH:25]2)[c:8]2[c:9]3[cH:10][cH:11][c:12]([C:17](=[O:18])[NH2:37])[cH:13][c:14]3[nH:15][c:16]12. Reactants: C(C)(C)(C)OC(=O)N1[C@H]([C@H](CCC1)NCC1=C(C=CC(=C1)C(C#C)(C)C)OC)C1=CC=CC=C1 ((2S,3S)-1-tert-Butoxycarbonyl-3-(2-methoxy-5-(1,1-dimethyl-2-propynyl)benzyl)amino-2-phenylpiperidine), C(#N)C(C)C=1C=CC(=C(CN[C@@H]2[C@@H](NCCC2)C2=CC=CC=C2)C1)OC ((2S,3S)-3-(5-(1-cyanoethyl)-2-methoxybenzyl)amino-2-phenylpiperidine). Yields the product COC1=C(CN[C@@H]2[C@@H](NCCC2)C2=CC=CC=C2)C=C(C=C1)C(C#C)(C)C ((2S,3S)-3-(2-methoxy-5-(1,1-dimethyl-2-propynyl)benzyl)amino-2-phenylpiperidine). RXN SMILES: C(OC([N:8]1[CH2:13][CH2:12][CH2:11][C@H:10]([NH:14][CH2:15][C:16]2[CH:21]=[C:20]([C:22]([CH3:26])([CH3:25])[C:23]#[CH:24])[CH:19]=[CH:18][C:17]=2[O:27][CH3:28])[C@@H:9]1[C:29]1[CH:34]=[CH:33][CH:32]=[CH:31][CH:30]=1)=O)(C)(C)C.C(C(C1C=CC(OC)=C(C=1)CN[C@H]1CCCN[C@H]1C1C=CC=CC=1)C)#N>>[CH3:28][O:27][C:17]1[CH:18]=[CH:19][C:20]([C:22]([CH3:26])([CH3:25])[C:23]#[CH:24])=[CH:21][C:16]=1[CH2:15][NH:14][C@H:10]1[CH2:11][CH2:12][CH2:13][NH:8][C@H:9]1[C:29]1[CH:34]=[CH:33][CH:32]=[CH:31][CH:30]=1. Reported procedure: This compound was prepared from Compound 23 in the same manner of Compound 19. Starting materials: B, CC(C)(C)OC(=O)N1CCN(C(=O)OC(C)(C)C)C(CCCC(=O)O)C1, C1CCOC1. Product: CC(C)(C)OC(=O)N1CCN(C(=O)OC(C)(C)C)C(CCCCO)C1. RXN SMILES: [BH3:27].[C:1]([CH3:2])([CH3:3])([CH3:4])[O:5][C:6](=[O:7])[N:8]1[CH:9]([CH2:21][CH2:22][CH2:23][C:24](=[O:25])[OH:26])[CH2:10][N:11]([C:14](=[O:15])[O:16][C:17]([CH3:18])([CH3:19])[CH3:20])[CH2:12][CH2:13]1.[CH2:28]1[O:29][CH2:30][CH2:31][CH2:32]1>>[C:1]([CH3:2])([CH3:3])([CH3:4])[O:5][C:6](=[O:7])[N:8]1[CH:9]([CH2:21][CH2:22][CH2:23][CH2:24][OH:25])[CH2:10][N:11]([C:14](=[O:15])[O:16][C:17]([CH3:18])([CH3:19])[CH3:20])[CH2:12][CH2:13]1.